This data is from the Open Reaction Database (ORD), a public repository of structured organic reaction records. The task is: describe an organic reaction: reactants, conditions, products, and yield The reactants are BrC1=CSC=C1 (3-bromothiophene), C(C)(=O)C=1N=C(OC1C)C (4-acetyl-2,5-dimethyloxazole). Yields the product CC=1OC(=C(N1)C(C)(O)C1=CSC=C1)C (1-(2,5-Dimethyl-4-oxazolyl)-1-(3-thienyl)ethanol). RXN SMILES: Br[C:2]1[CH:6]=[CH:5][S:4][CH:3]=1.[C:7]([C:10]1[N:11]=[C:12]([CH3:16])[O:13][C:14]=1[CH3:15])(=[O:9])[CH3:8]>>[CH3:16][C:12]1[O:13][C:14]([CH3:15])=[C:10]([C:7]([C:2]2[CH:6]=[CH:5][S:4][CH:3]=2)([OH:9])[CH3:8])[N:11]=1. Procedure details: Starting with 3-bromothiophene and 4-acetyl-2,5-dimethyloxazole and following the general method of Example 4 the title compound was prepared. M.p. 83°-84° C.